From a dataset of the Open Reaction Database (ORD), a public repository of structured organic reaction records. describe an organic reaction: reactants, conditions, products, and yield Reactants: CN(C1=C(C(=CC=C1)[N+](=O)[O-])Cl)C (N,N-dimethyl-2-chloro-3-nitroaniline), [H][H] (hydrogen). The reagents and catalysts are [Ni] (Raney nickel). Solvent: CO (MeOH). Yields the product ClC1=C(N)C=CC=C1N(C)C (2-chloro-3-dimethylaminoaniline). Isolated yield 49.5%. As a reaction SMILES: [CH3:1][N:2]([CH3:13])[C:3]1[CH:8]=[CH:7][CH:6]=[C:5]([N+:9]([O-])=O)[C:4]=1[Cl:12].[H][H]>CO.[Ni]>[Cl:12][C:4]1[C:3]([N:2]([CH3:13])[CH3:1])=[CH:8][CH:7]=[CH:6][C:5]=1[NH2:9]. Reported procedure: 30.4 g of N,N-dimethyl-2-chloro-3-nitroaniline is dissolved in about 300 ml of MeOH and hydrogenated at 20° C. and 5bars pressure of hydrogen using Raney nickel as catalyst. The solvent is evaporated down and the product is purified by chromatography (silica gel, eluant: petroleum ether/ethyl acetate (3/1)). 12.8 g of 2-chloro-3-dimethylaminoaniline is obtained as a brown oil. Starting materials: ClC1=C(C(=C2C=CC(=NC2=C1)C)C1=CC=C(C=C1)Cl)[C@@H](CO)O ((S)-1-(7-chloro-5-(4-chlorophenyl)-2-methylquinolin-6-yl)ethane-1,2-diol), ClC1=CC=C(C=C1)C1=C2C=CC=NC2=CC(=C1C=C)C (5-(4-chlorophenyl)-7-methyl-6-vinylquinoline). The product is ClC1=CC=C(C=C1)C1=C2C=CC=NC2=CC(=C1[C@@H](CO)O)C ((S)-1-(5-(4-chlorophenyl)-7-methylquinolin-6-yl)ethane-1,2-diol). RXN SMILES: Cl[C:2]1[CH:11]=[C:10]2[C:5]([CH:6]=[CH:7][C:8](C)=[N:9]2)=[C:4]([C:13]2[CH:18]=[CH:17][C:16]([Cl:19])=[CH:15][CH:14]=2)[C:3]=1[C@H:20]([OH:23])[CH2:21][OH:22].Cl[C:25]1C=CC(C2C(C=C)=C(C)C=C3C=2C=CC=N3)=CC=1>>[Cl:19][C:16]1[CH:15]=[CH:14][C:13]([C:4]2[C:3]([C@H:20]([OH:23])[CH2:21][OH:22])=[C:2]([CH3:25])[CH:11]=[C:10]3[C:5]=2[CH:6]=[CH:7][CH:8]=[N:9]3)=[CH:18][CH:17]=1. Procedure: Compound 3H was prepared following the procedure used to prepare compound 1H of Example 1, except that 5-(4-chlorophenyl)-7-methyl-6-vinyl-quinoline (3G) was used instead of compound 1G. LCMS-ESI+ (m/z): 314.2, 316.2 (M+H)+. Reactants: C([O-])(O)=O.[Na+] (sodium bicarbonate), FC(C=1C=C(C(=O)N2[C@@H](CN(CC2)CC2=CC=C(C=C2)C(=O)O)CC2=CNC3=CC=CC=C23)C=C(C1)C(F)(F)F)(F)F ((2R)-1-[3,5-bis(trifluoromethyl)benzoyl]-4-(4-carboxybenzyl)-2-(1H-indol-3-ylmethyl)piperazine), Cl.C(C)NCC (diethylamine hydrochloride), CN(CCCN=C=NCC)C (1-(3-dimethylaminopropyl)-3-ethylcarbodiimide), ON1N=NC2=C1C=CC=C2 (1-hydroxybenzotriazole). The solvent is ClCCl (dichloromethane), ClCCl (dichloromethane). Run at time 5 hour. Product: FC(C=1C=C(C(=O)N2[C@@H](CN(CC2)CC2=CC=C(C=C2)C(=O)N(CC)CC)CC2=CNC3=CC=CC=C23)C=C(C1)C(F)(F)F)(F)F ((2R)-1-[3,5-bis(trifluoromethyl)benzoyl]-4-[4-(N,N-diethylaminocarbonyl)benzyl]-2-(1H-indol-3-ylmethyl)piperazine). The yield is 65.2%. As a reaction SMILES: [F:1][C:2]([F:42])([F:41])[C:3]1[CH:4]=[C:5]([CH:34]=[C:35]([C:37]([F:40])([F:39])[F:38])[CH:36]=1)[C:6]([N:8]1[CH2:13][CH2:12][N:11]([CH2:14][C:15]2[CH:20]=[CH:19][C:18]([C:21](O)=[O:22])=[CH:17][CH:16]=2)[CH2:10][C@H:9]1[CH2:24][C:25]1[C:33]2[C:28](=[CH:29][CH:30]=[CH:31][CH:32]=2)[NH:27][CH:26]=1)=[O:7].Cl.[CH2:44]([NH:46][CH2:47][CH3:48])[CH3:45].CN(C)CCCN=C=NCC.ON1C2C=CC=CC=2N=N1.C(=O)(O)[O-].[Na+]>ClCCl>[F:42][C:2]([F:41])([F:1])[C:3]1[CH:4]=[C:5]([CH:34]=[C:35]([C:37]([F:38])([F:40])[F:39])[CH:36]=1)[C:6]([N:8]1[CH2:13][CH2:12][N:11]([CH2:14][C:15]2[CH:20]=[CH:19][C:18]([C:21]([N:46]([CH2:47][CH3:48])[CH2:44][CH3:45])=[O:22])=[CH:17][CH:16]=2)[CH2:10][C@H:9]1[CH2:24][C:25]1[C:33]2[C:28](=[CH:29][CH:30]=[CH:31][CH:32]=2)[NH:27][CH:26]=1)=[O:7] |f:1.2,5.6|. Procedure details: To a stirred mixture of (2R)-1-[3,5-bis(trifluoromethyl)benzoyl]-4-(4-carboxybenzyl)-2-(1H-indol-3-ylmethyl)piperazine (150 mg) and diethylamine hydrochloride (28 mg) in dry dichloromethane (5 ml) were added a solution of 1-(3-dimethylaminopropyl)-3-ethylcarbodiimide (40 mg) in dichloromethane (1ml) and 1-hydroxybenzotriazole (34 mg) at room temperature. After 5 hours, the reaction mixture was poured into aqueous sodium bicarbonate solution (20 ml). The organic layer was separated and washed wit... Starting materials: CCOC(=O)CBr, O=C([O-])[O-], CN(C)C=O, [Cl-], [K+], [K+], CC(C)(C)C(=O)Nc1ccc(-c2cc(=O)c3c(N)c(F)cc(F)c3o2)cc1F, [NH4+]. Yields the product CCOC(=O)CNc1c(F)cc(F)c2oc(-c3ccc(NC(=O)C(C)(C)C)c(F)c3)cc(=O)c12. Reaction SMILES: [Br:29][CH2:30][C:31](=[O:32])[O:33][CH2:34][CH3:35].[C:36](=[O:37])([O-:38])[O-:39].[CH3:44][N:45]([CH3:46])[CH:47]=[O:48].[Cl-:42].[K+:40].[K+:41].[NH2:1][c:2]1[c:3]([F:28])[cH:4][c:5]([F:27])[c:6]2[c:7]1[c:8](=[O:26])[cH:9][c:10](-[c:12]1[cH:13][c:14]([F:25])[c:15]([NH:18][C:19]([C:20]([CH3:21])([CH3:22])[CH3:23])=[O:24])[cH:16][cH:17]1)[o:11]2.[NH4+:43]>>[NH:1]([c:2]1[c:3]([F:28])[cH:4][c:5]([F:27])[c:6]2[c:7]1[c:8](=[O:26])[cH:9][c:10](-[c:12]1[cH:13][c:14]([F:25])[c:15]([NH:18][C:19]([C:20]([CH3:21])([CH3:22])[CH3:23])=[O:24])[cH:16][cH:17]1)[o:11]2)[CH2:30][C:31](=[O:32])[O:33][CH2:34][CH3:35]. The reactants are COC1=C(C(=CC=C1)C)NC(C)=O (N-(2-methoxy-6-methylphenyl)acetamide), C(C)(=O)OC(C)=O (acetic anhydride), C(C)(=O)[O-].[K+] (potassium acetate), N(=O)OCCC(C)C (isoamyl nitrite). Reagents/catalysts: [Br-].C(CCC)[N+](CCCC)(CCCC)CCCC (tetrabutylammonium bromide). The solvent is C(C)(=O)OCC (ethyl acetate). Conditions: time 1 hour. Yields the product COC=1C=CC=C2C=NNC12 (7-Methoxy-1H-indazole). The yield is 51.5%. As a reaction SMILES: [CH3:1][O:2][C:3]1[CH:8]=[CH:7][CH:6]=[C:5]([CH3:9])[C:4]=1[NH:10]C(=O)C.C(OC(=O)C)(=O)C.C([O-])(=O)C.[K+].[N:26](OCCC(C)C)=O>C(OCC)(=O)C.[Br-].C([N+](CCCC)(CCCC)CCCC)CCC>[CH3:1][O:2][C:3]1[CH:8]=[CH:7][CH:6]=[C:5]2[C:4]=1[NH:10][N:26]=[CH:9]2 |f:2.3,6.7|. Procedure details: To a solution of N-(2-methoxy-6-methylphenyl)acetamide (9.28 g, 51.8 mmol) in ethyl acetate (100 ml) are added acetic anhydride (14.7 mL, 156 mmol), tetrabutylammonium bromide (0.84 g, 2.61 mmol), potassium acetate (10.16 g, 104 mmol), and isoamyl nitrite (9.1 mL, 67.7 mmol), and the mixture is refluxed for 9 hours. After the reaction is completed, the solvent is evaporated under reduced pressure, and to the obtained residue is added 6N aqueous sodium hydroxide solution (100 mL). The mixture is ... Starting materials: CCOc1ccc2c(c1)C(=CCNC(=O)CC)CC2, CO. The product is CCOc1ccc2c(c1)C(CCNC(=O)CC)CC2. As a reaction SMILES: [CH2:1]([CH3:2])[O:3][c:4]1[cH:5][cH:6][c:7]2[c:11]([cH:12]1)[C:10](=[CH:13][CH2:14][NH:15][C:16]([CH2:17][CH3:18])=[O:19])[CH2:9][CH2:8]2.[CH3:20][OH:21]>>[CH2:1]([CH3:2])[O:3][c:4]1[cH:5][cH:6][c:7]2[c:11]([cH:12]1)[CH:10]([CH2:13][CH2:14][NH:15][C:16]([CH2:17][CH3:18])=[O:19])[CH2:9][CH2:8]2. The reactants are ClC1=CC=C(C=C1)C(CC)(N1N=CC2=C(C=CC=C12)NS(=O)(=O)C)C1=NC(=NO1)C(=O)N (5-(1-(4-chlorophenyl)-1-(4-(methylsulfonamido)-1H-indazol-1-yl)propyl)-1,2,4-oxadiazole-3-carboxamide), O=P(Cl)(Cl)Cl (POCl3). Run in N1=CC=CC=C1 (pyridine). Run at time 8 hour. Product: ClC1=CC=C(C=C1)C(CC)(C1=NC(=NO1)C#N)N1N=CC2=C(C=CC=C12)NS(=O)(=O)C (N-(1-(1-(4-chlorophenyl)-1-(3-cyano-1,2,4-oxadiazol-5-yl)propyl)-1H-indazol-4-yl)methane sulfonamide). Reaction SMILES: [Cl:1][C:2]1[CH:7]=[CH:6][C:5]([C:8]([C:25]2[O:29][N:28]=[C:27]([C:30]([NH2:32])=O)[N:26]=2)([N:11]2[C:19]3[C:14](=[C:15]([NH:20][S:21]([CH3:24])(=[O:23])=[O:22])[CH:16]=[CH:17][CH:18]=3)[CH:13]=[N:12]2)[CH2:9][CH3:10])=[CH:4][CH:3]=1.O=P(Cl)(Cl)Cl>N1C=CC=CC=1>[Cl:1][C:2]1[CH:3]=[CH:4][C:5]([C:8]([N:11]2[C:19]3[C:14](=[C:15]([NH:20][S:21]([CH3:24])(=[O:23])=[O:22])[CH:16]=[CH:17][CH:18]=3)[CH:13]=[N:12]2)([C:25]2[O:29][N:28]=[C:27]([C:30]#[N:32])[N:26]=2)[CH2:9][CH3:10])=[CH:6][CH:7]=1. Procedure details: To a solution of the product from Example 37 step F above (6.8 mg, 0.014 mmol) in pyridine (1.0 mL) was added POCl3 (32.8 mg, 0.28 mmol) at 0° C. After stirring at RT overnight, the reaction mixture was concentrated under reduced pressure. The resulting residue was diluted with dioxane/water, acidified with TFA, and purified directly on RP-HPLC to give the title compound. LC/MS m/z=457.1[M+H]+. The reactants are CC1(OC2=C(OC1=O)C=C(C=C2)CNC2=CC=C(C=C2)Cl)C (3,3-dimethyl-7-(4-chloroanilinomethyl)-1,4-benzodioxan-2-one), 1, [OH-].[Na+] (sodium hydroxide). The solvent is C(C)O (ethanol). Yields the product ClC1=CC=C(NCC2=CC(=C(OC(C(=O)[O-])(C)C)C=C2)O)C=C1.[Na+] (sodium 2-[4-(4-chloroanilinomethyl)-2-hydroxyphenoxy]-2-methylpropionate). As a reaction SMILES: [CH3:1][C:2]1([CH3:22])[C:7](=[O:8])[O:6][C:5]2[CH:9]=[C:10]([CH2:13][NH:14][C:15]3[CH:20]=[CH:19][C:18]([Cl:21])=[CH:17][CH:16]=3)[CH:11]=[CH:12][C:4]=2[O:3]1.[OH-:23].[Na+:24]>C(O)C>[Cl:21][C:18]1[CH:19]=[CH:20][C:15]([NH:14][CH2:13][C:10]2[CH:11]=[CH:12][C:4]([O:3][C:2]([CH3:22])([CH3:1])[C:7]([O-:6])=[O:8])=[C:5]([OH:23])[CH:9]=2)=[CH:16][CH:17]=1.[Na+:24] |f:1.2,4.5|. Procedure: To a solution of 158.7 mg of 3,3-dimethyl-7-(4-chloroanilinomethyl)-1,4-benzodioxan-2-one in 10 ml of ethanol is added 5 ml of a 1/10 N sodium hydroxide aqueous solution and the mixture is warmed to give clear solution. The solution is concentrated and the precipitated crystals are collected by filtration, washed with water and ether, and dried to give 140 mg of sodium 2-[4-(4-chloroanilinomethyl)-2-hydroxyphenoxy]-2-methylpropionate, mp 121° to 125° C.